This data is from the Open Reaction Database (ORD), a public repository of structured organic reaction records. The task is: describe an organic reaction: reactants, conditions, products, and yield The reactants are CCCC1CC(=O)C2=C(C1)NC(C)=C(C#N)C2c1cc(Br)c(OCc2cccc(OC)c2)c(C(=O)OC)c1, CC(=O)O, [Na+], C1COCCO1, [OH-]. The product is CCCC1CC(=O)C2=C(C1)NC(C)=C(C#N)C2c1cc(Br)c(OCc2cccc(OC)c2)c(C(=O)O)c1. As a reaction SMILES: [CH3:1][O:2][C:3]([c:4]1[c:5]([O:28][CH2:29][c:30]2[cH:31][c:32]([O:36][CH3:37])[cH:33][cH:34][cH:35]2)[c:6]([Br:27])[cH:7][c:8]([CH:10]2[C:11]([C:25]#[N:26])=[C:12]([CH3:24])[NH:13][C:14]3=[C:19]2[C:18](=[O:20])[CH2:17][CH:16]([CH2:21][CH2:22][CH3:23])[CH2:15]3)[cH:9]1)=[O:38].[CH3:39][C:40](=[O:41])[OH:42].[Na+:50].[O:43]1[CH2:44][CH2:45][O:46][CH2:47][CH2:48]1.[OH-:49]>>[O:2]=[C:3]([c:4]1[c:5]([O:28][CH2:29][c:30]2[cH:31][c:32]([O:36][CH3:37])[cH:33][cH:34][cH:35]2)[c:6]([Br:27])[cH:7][c:8]([CH:10]2[C:11]([C:25]#[N:26])=[C:12]([CH3:24])[NH:13][C:14]3=[C:19]2[C:18](=[O:20])[CH2:17][CH:16]([CH2:21][CH2:22][CH3:23])[CH2:15]3)[cH:9]1)[OH:38]. The reactants are CN(C)C=O, CO, O=C(Cl)C(=O)Cl, Cc1ccc(Cl)c(C(=O)O)c1, ClCCl. The product is COC(=O)c1cc(C)ccc1Cl. Reaction SMILES: [CH3:18][N:19]([CH3:20])[CH:21]=[O:22].[CH3:23][OH:24].[Cl:12][C:13]([C:14]([Cl:15])=[O:16])=[O:17].[Cl:1][c:2]1[c:3]([C:4](=[O:5])[OH:6])[cH:7][c:8]([CH3:11])[cH:9][cH:10]1.[Cl:25][CH2:26][Cl:27]>>[Cl:1][c:2]1[c:3]([C:4](=[O:5])[O:6][CH3:13])[cH:7][c:8]([CH3:11])[cH:9][cH:10]1. Starting materials: NC1CCN(CC1)C[C@@]1(CN2C=3C1=C(C=NC3C=CC2=O)F)O ((4S)-4-[(4-amino-1-piperidinyl)methyl]-3-fluoro-4-hydroxy-4,5-dihydro-7H-pyrrolo[3,2,1-de]-1,5-naphthyridin-7-one), NC1CCN(CC1)C[C@]1(CN2C=3C1=C(C=NC3C=CC2=O)F)O ((4R)-4-[(4-amino-1-piperidinyl)methyl]-3-fluoro-4-hydroxy-4,5-dihydro-7H-pyrrolo[3,2,1-de]-1,5-naphthyridin-7-one), NC1CCN(CC1)C[C@]1(CN2C=3C1=C(C=NC3C=CC2=O)F)O ((4R)-4-[(4-amino-1-piperidinyl)methyl]-3-fluoro-4-hydroxy-4,5-dihydro-7H-pyrrolo[3,2,1-de]-1,5-naphthyridin-7-one), NC1CCN(CC1)C[C@@]1(CN2C=3C1=C(C=NC3C=CC2=O)F)O ((4S)-4-[(4-amino-1-piperidinyl)methyl]-3-fluoro-4-hydroxy-4,5-dihydro-7H-pyrrolo[3,2,1-de]-1,5-naphthyridin-7-one). Yields the product NC1CCN(CC1)C[C@@]1(CN2C=3C1=C(C=NC3C=C(C2=O)F)F)O ((4S)-4-[(4-amino-1-piperidinyl)methyl]-3,8-difluoro-4-hydroxy-4,5-dihydro-7H-pyrrolo[3,2,1-de]-1,5-naphthyridin-7-one). Reaction SMILES: [NH2:1][CH:2]1[CH2:7][CH2:6][N:5]([CH2:8][C@@:9]2([OH:23])[C:13]3=[C:14]([F:22])[CH:15]=[N:16][C:17]4[CH:18]=[CH:19][C:20](=[O:21])[N:11]([C:12]=43)[CH2:10]2)[CH2:4][CH2:3]1.NC1CCN(C[C@]2(O)C3=C([F:45])C=NC4C=CC(=O)N(C=43)C2)CC1>>[NH2:1][CH:2]1[CH2:3][CH2:4][N:5]([CH2:8][C@@:9]2([OH:23])[C:13]3=[C:14]([F:22])[CH:15]=[N:16][C:17]4[CH:18]=[C:19]([F:45])[C:20](=[O:21])[N:11]([C:12]=43)[CH2:10]2)[CH2:6][CH2:7]1. Reported procedure: A portion of this material (740 mg, estimated ratio of E1:E2 ca. 3:1) was resolved by preparative chiral HPLC into the two enantiomers E1 and E2, using a Chiralpak AD column, eluting with 50:50:0.1-CH3CN:isopropylalcohol:isopropylamine affording 553 mg of the desired E1 (4S) enantiomer (>99.5% ee) as the first eluting enantiomer. Starting materials: [H-].[Al+3].[Li+].[H-].[H-].[H-] (lithium aluminium hydride), COC1=NC=C(C(=O)OC)C=C1 (methyl 6-methoxynicotinate). The solvent is C1CCOC1 (THF), C1CCOC1 (THF). Conditions: time 2 hour. Product: COC1=CC=C(C=N1)CO ((6-Methoxy-pyridin-3-yl)-methanol). Reaction SMILES: [H-].[Al+3].[Li+].[H-].[H-].[H-].[CH3:7][O:8][C:9]1[CH:18]=[CH:17][C:12]([C:13](OC)=[O:14])=[CH:11][N:10]=1>C1COCC1>[CH3:7][O:8][C:9]1[N:10]=[CH:11][C:12]([CH2:13][OH:14])=[CH:17][CH:18]=1 |f:0.1.2.3.4.5|. Procedure details: To lithium aluminium hydride (0.68 g, 18 mmol) suspended in dry THF (10 ml) was added dropwise a solution of methyl 6-methoxynicotinate (1 g, 6 mmol) in dry THF (5 ml). The reaction mixture was stirred for 2 h at r.t. then cooled (ice-bath) and quenched with water (2 ml) followed by the further addition of 1N NaOH (6 ml) and water (2 ml). The cold-bath was removed and the mixture stirred for 30 min at r.t., filtered and concentrated under reduced pressure. The residue was diluted with water and ...